Dataset: the Open Reaction Database (ORD), a public repository of structured organic reaction records. Task: describe an organic reaction: reactants, conditions, products, and yield Starting materials: BrC1=CC=C(C=C1)CC=O ((4-bromophenyl)acetaldehyde), ClCl (Cl2), C(=O)(OCC)C=P(C1=CC=CC=C1)(C1=CC=CC=C1)C1=CC=CC=C1 ((carbethoxy methylene)triphenylphosphorane). The solvent is C(Cl)Cl (CH2Cl2). Conditions: time 16 hour. The product is BrC1=CC=C(C=C1)CC=CC(=O)OCC (ethyl 4-(4-bromophenyl)but-2-enoate). As a reaction SMILES: [Br:1][C:2]1[CH:7]=[CH:6][C:5]([CH2:8][CH:9]=O)=[CH:4][CH:3]=1.ClCl.[C:13]([CH:18]=P(C1C=CC=CC=1)(C1C=CC=CC=1)C1C=CC=CC=1)([O:15][CH2:16][CH3:17])=[O:14]>C(Cl)Cl>[Br:1][C:2]1[CH:3]=[CH:4][C:5]([CH2:8][CH:9]=[CH:18][C:13]([O:15][CH2:16][CH3:17])=[O:14])=[CH:6][CH:7]=1. Procedure: To a cold solution (-78° C.) of 15 g (62 mmol) of ethyl (4-bromophenyl)acetate (Compound A) in 150 ml of CH2Cl2 was added dropwise (over a span of 1 hour) 65 ml (65 mmol) of diisobutyl aluminum hydride (DIBAL-H, 1M solution in hexane). After the DIBAL-H addition was complete, the reaction was stirred at -78° C. for an additional hour. The reaction was quenched by the dropwise addition of methanol (10 ml), followed by water (10 ml) and 10% HCl (40 ml). The mixture was then warmed to 0° C., stirre... Starting materials: CC(C)(C)OC(=O)Nc1c[nH]c(C(N)=O)c1-c1ccc([N+](=O)[O-])cc1, CO, [H][H]. The product is CC(C)(C)OC(=O)Nc1c[nH]c(C(N)=O)c1-c1ccc(N)cc1. RXN SMILES: [C:1]([CH3:2])([CH3:3])([CH3:4])[O:5][C:6](=[O:7])[NH:8][c:9]1[c:10](-[c:17]2[cH:18][cH:19][c:20]([N+:23]([O-:24])=[O:25])[cH:21][cH:22]2)[c:11]([C:14](=[O:15])[NH2:16])[nH:12][cH:13]1.[CH3:28][OH:29].[H:26][H:27]>>[C:1]([CH3:2])([CH3:3])([CH3:4])[O:5][C:6](=[O:7])[NH:8][c:9]1[c:10](-[c:17]2[cH:18][cH:19][c:20]([NH2:23])[cH:21][cH:22]2)[c:11]([C:14](=[O:15])[NH2:16])[nH:12][cH:13]1. The reactants are C(C)OC(CSC1=CN=C(S1)NC(=O)N(CC1CCCC1)C1=CC(=CC=C1)C(=O)N1CCC1)=O ((2-{3-[3-(azetidine-1-carbonyl)-phenyl]-3-cyclopentylmethyl-ureido}-thiazol-5-ylsulfanyl)-acetic acid ethyl ester), C(C)OC(CSC1=CN=C(S1)N)=O ((2-amino-thiazol-5-ylsulfanyl)acetic acid ethyl ester), C1(CCCC1)CN(C(NC=1SC=C(N1)CC(=O)O)=O)C1=CC=C(C=C1)S(=O)(=O)C ({2-[3-cyclopentylmethyl-3-(4-methanesulfonyl-phenyl)-ureido]-thiazol-4-yl}-acetic acid), N1(CCC1)C(=O)C1=CC(=CC=C1)NCC1CCCC1 (azetidin-1-yl-[3-(cyclopentylmethyl-amino)-phenyl]-methanone). Yields the product N1(CCC1)C(=O)C=1C=C(C=CC1)N(C(NC=1SC(=CN1)SCC(=O)O)=O)CC1CCCC1 ((2-{3-[3-(Azetidine-1-carbonyl)-phenyl]-3-cyclopentylmethyl-ureido}-thiazol-5-ylsulfanyl)-acetic acid). Reaction SMILES: C([O:3][C:4](=[O:34])[CH2:5][S:6][C:7]1[S:11][C:10]([NH:12][C:13]([N:15]([C:22]2[CH:27]=[CH:26][CH:25]=[C:24]([C:28]([N:30]3[CH2:33][CH2:32][CH2:31]3)=[O:29])[CH:23]=2)[CH2:16][CH:17]2[CH2:21][CH2:20][CH2:19][CH2:18]2)=[O:14])=[N:9][CH:8]=1)C.C1(CN(C2C=CC(S(C)(=O)=O)=CC=2)C(=O)NC2SC=C(CC(O)=O)N=2)CCCC1.N1(C(C2C=CC=C(NCC3CCCC3)C=2)=O)CCC1.C(OC(=O)CSC1SC(N)=NC=1)C>>[N:30]1([C:28]([C:24]2[CH:23]=[C:22]([N:15]([CH2:16][CH:17]3[CH2:21][CH2:20][CH2:19][CH2:18]3)[C:13](=[O:14])[NH:12][C:10]3[S:11][C:7]([S:6][CH2:5][C:4]([OH:34])=[O:3])=[CH:8][N:9]=3)[CH:27]=[CH:26][CH:25]=2)=[O:29])[CH2:31][CH2:32][CH2:33]1. Procedure details: The title compound was prepared via (2-{3-[3-(azetidine-1-carbonyl)-phenyl]-3-cyclopentylmethyl-ureido}-thiazol-5-ylsulfanyl)-acetic acid ethyl ester in a similar manner as described for the synthesis of {2-[3-cyclopentylmethyl-3-(4-methanesulfonyl-phenyl)-ureido]-thiazol-4-yl}-acetic acid, using azetidin-1-yl-[3-(cyclopentylmethyl-amino)-phenyl]-methanone and (2-amino-thiazol-5-ylsulfanyl)acetic acid ethyl ester. Starting materials: c1cc2c(cc1CN1CCNCC1)OCO2, CN(C)C=O, O, O=C(Nc1ccc(Oc2ccc([N+](=O)[O-])cc2F)cc1)Oc1ccccc1. The product is O=C(Nc1ccc(Oc2ccc([N+](=O)[O-])cc2F)cc1)N1CCN(Cc2ccc3c(c2)OCO3)CC1. RXN SMILES: [CH2:28]([c:29]1[cH:30][c:31]2[c:35]([cH:36][cH:37]1)[O:34][CH2:33][O:32]2)[N:38]1[CH2:39][CH2:40][NH:41][CH2:42][CH2:43]1.[O:45]=[CH:46][N:47]([CH3:48])[CH3:49].[OH2:44].[c:1]1([O:2][C:8]([NH:9][c:10]2[cH:11][cH:12][c:13]([O:16][c:17]3[c:18]([F:26])[cH:19][c:20]([N+:23](=[O:24])[O-:25])[cH:21][cH:22]3)[cH:14][cH:15]2)=[O:27])[cH:3][cH:4][cH:5][cH:6][cH:7]1>>[C:8]([NH:9][c:10]1[cH:11][cH:12][c:13]([O:16][c:17]2[c:18]([F:26])[cH:19][c:20]([N+:23](=[O:24])[O-:25])[cH:21][cH:22]2)[cH:14][cH:15]1)(=[O:27])[N:41]1[CH2:40][CH2:39][N:38]([CH2:28][c:29]2[cH:30][c:31]3[c:35]([cH:36][cH:37]2)[O:34][CH2:33][O:32]3)[CH2:43][CH2:42]1. Procedure: Similarly, 1,2-butanediol and 2,3-butanediol were heated with equivalent quantities of hexachloroacetone in the presence of K2CO3 or other such basic catalyst as previously defined to produce comparable yields of 1,2-butylene carbonate and 2,3-butylene carbonate, respectively. Also, 3-chloro-1,2-propanediol was reacted in this way with hexachloroacetone to make 4-(chloromethyl)-1,3-dioxol-2-one (chloromethylethylene carbonate). In the same way, styrene glycol (1-phenyl-1,2-ethanediol) is reacted... As a reaction SMILES: ClCC(O)[CH2:4][OH:5].ClC(Cl)(Cl)C(C(Cl)(Cl)Cl)=O.[CH:17]1[CH:22]=[CH:21][C:20]([CH:23]([OH:26])[CH2:24][OH:25])=[CH:19][CH:18]=1>>[C:4]1(=[O:5])[O:25][CH2:24][CH:23]([C:20]2[CH:21]=[CH:22][CH:17]=[CH:18][CH:19]=2)[O:26]1.[CH2:24]([OH:25])[CH:23]([OH:26])[CH2:20][CH2:19][CH2:18][CH3:17]. The product is C1(OC(CO1)C1=CC=CC=C1)=O (1-phenylethylene carbonate), C(C(CCCC)O)O (1,2-hexanediol). Reactants: C1=CC=C(C=C1)C(CO)O (styrene glycol), ClC(C(=O)C(Cl)(Cl)Cl)(Cl)Cl (hexachloroacetone), 4-(chloromethyl)-1,3-dioxol-2-one (chloromethylethylene carbonate), ClCC(CO)O (3-chloro-1,2-propanediol), ClC(C(=O)C(Cl)(Cl)Cl)(Cl)Cl (hexachloroacetone). Reactants: ClC1=CC=C(C=C1)C1=NSC2=C1C=CC(=C2)C#CCCCOS(=O)(=O)C (Methanesulfonic acid 5-[3-(4-chloro-phenyl)-benzo[d]isothiazol-6-yl]-pent-4-ynyl ester), C(C)NCC (Diethylamine). Yields the product ClC1=CC=C(C=C1)C1=NSC2=C1C=CC(=C2)C#CCCCN(CC)CC ({5-[3-(4-Chloro-phenyl)-benzo[d]isothiazol-6-yl]-pent-4-ynyl}-diethyl-amine). As a reaction SMILES: [Cl:1][C:2]1[CH:7]=[CH:6][C:5]([C:8]2[C:12]3[CH:13]=[CH:14][C:15]([C:17]#[C:18][CH2:19][CH2:20][CH2:21]OS(C)(=O)=O)=[CH:16][C:11]=3[S:10][N:9]=2)=[CH:4][CH:3]=1.[CH2:27]([NH:29][CH2:30][CH3:31])[CH3:28]>>[Cl:1][C:2]1[CH:7]=[CH:6][C:5]([C:8]2[C:12]3[CH:13]=[CH:14][C:15]([C:17]#[C:18][CH2:19][CH2:20][CH2:21][N:29]([CH2:30][CH3:31])[CH2:27][CH3:28])=[CH:16][C:11]=3[S:10][N:9]=2)=[CH:4][CH:3]=1. Procedure details: According to the method in example 18, Methanesulfonic acid 5-[3-(4-chloro-phenyl)-benzo[d]isothiazol-6-yl]-pent-4-ynyl ester and Diethylamine were converted to yield {5-[3-(4-Chloro-phenyl)-benzo[d]isothiazol-6-yl]-pent-4-ynyl}-diethyl-amine, MS: 383 (MH+). The reactants are N(=[N+]=[N-])C1(CCOC2=CC=CC=C12)C1=CC=C(C=C1)C(F)(F)F (4-azido-4-(4-(trifluoromethyl)phenyl)chroman), FC(C1=CC=C(C=C1)C1(CCOC2=CC=CC=C12)O)(F)F (4-(4-(trifluoromethyl)phenyl)chroman-4-ol), B(F)(F)F.CCOCC (BF3.OEt2), [Si](C)(C)(C)N=[N+]=[N-] (TMS azide). Run in C1(=CC=CC=C1)C (toluene). Run at time 5 minute. Product: FC(C1=CC=C(C=C1)C1(CCOC2=CC=CC=C12)N)(F)F (4-(4-(trifluoromethyl)phenyl)chroman-4-amine). RXN SMILES: [N:1]([C:4]1([C:14]2[CH:19]=[CH:18][C:17]([C:20]([F:23])([F:22])[F:21])=[CH:16][CH:15]=2)[C:13]2[C:8](=[CH:9][CH:10]=[CH:11][CH:12]=2)[O:7][CH2:6][CH2:5]1)=[N+]=[N-].FC(F)(F)C1C=CC(C2(O)C3C(=CC=CC=3)OCC2)=CC=1.[Si](N=[N+]=[N-])(C)(C)C.B(F)(F)F.CCOCC>C1(C)C=CC=CC=1>[F:23][C:20]([F:21])([F:22])[C:17]1[CH:16]=[CH:15][C:14]([C:4]2([NH2:1])[C:13]3[C:8](=[CH:9][CH:10]=[CH:11][CH:12]=3)[O:7][CH2:6][CH2:5]2)=[CH:19][CH:18]=1 |f:3.4|. Procedure details: 4-azido-4-(4-(trifluoromethyl)phenyl)chroman. To a solution of 4-(4-(trifluoromethyl)phenyl)chroman-4-ol (112 mg, 0.381 mmol) in toluene (4 mL), was added an ice bath and TMS azide (0.101 mL, 0.761 mmol). After 5 min., the solution was treated with BF3.OEt2 (0.048 mL, 0.381 mmol) dropwise. The solution turned from clear to light yellow during the addition. After 20 min, the reaction was quenched with MeOH (2 mL) and diluted with EtOAc (20 mL). The organic solution was washed with water (2×10 mL)... Starting materials: O (water), [OH-].[Na+] (sodium hydroxide), O (water), [H-].[Al+3].[Li+].[H-].[H-].[H-] (Lithium aluminium hydride), CN1C(=NN=C1NC(CCCOC1=CC(=CC=C1)CN1CCCCC1)=O)C(=O)OC (methyl 4-methyl-5-[[1-oxo-4[3-(1-piperidinylmethyl)phenoxy]butyl]amino]-4H-1,2,4-triazole-3-carboxylate). Run in C(C)(=O)OCC (ethyl acetate), O1CCCC1 (tetrahydrofuran). Reaction conditions: time 3.5 hour. Product: CN1C(=NN=C1NCCCCOC1=CC(=CC=C1)CN1CCCCC1)CO (4-Methyl-5-[[4-[3-(1-piperidinylmethyl)phenoxy]butyl]amino]-4H-1,2,4-triazole-3-methanol). Yield: 7.7%. RXN SMILES: [H-].[Al+3].[Li+].[H-].[H-].[H-].[CH3:7][N:8]1[C:12]([NH:13][C:14](=O)[CH2:15][CH2:16][CH2:17][O:18][C:19]2[CH:24]=[CH:23][CH:22]=[C:21]([CH2:25][N:26]3[CH2:31][CH2:30][CH2:29][CH2:28][CH2:27]3)[CH:20]=2)=[N:11][N:10]=[C:9]1[C:33](OC)=[O:34].O.[OH-].[Na+]>O1CCCC1.C(OCC)(=O)C>[CH3:7][N:8]1[C:12]([NH:13][CH2:14][CH2:15][CH2:16][CH2:17][O:18][C:19]2[CH:24]=[CH:23][CH:22]=[C:21]([CH2:25][N:26]3[CH2:31][CH2:30][CH2:29][CH2:28][CH2:27]3)[CH:20]=2)=[N:11][N:10]=[C:9]1[CH2:33][OH:34] |f:0.1.2.3.4.5,8.9|. Reported procedure: Lithium aluminium hydride (0.46 g) was added to a solution or methyl 4-methyl-5-[[1-oxo-4[3-(1-piperidinylmethyl)phenoxy]butyl]amino]-4H-1,2,4-triazole-3-carboxylate (0.58 g) in dry tetrahydrofuran (20 ml) under an atmosphere of dry nitrogen. The grey suspension was stirred at room temperature for 3.5 h before adding water (0.5 ml), 15% aqueous sodium hydroxide (1.0 ml), water (0.5 ml) and ethyl acetate (20 ml). The suspension was filtered and the filtrate was evaporated under reduced pressure t... Starting materials: NC1=C(C(=O)NC=2C(=NC=CC2)Cl)C=C(C=C1)CC (2-amino-5-ethyl-N-(2-chloropyridin-3-yl)benzamide), C(C)#N (acetonitrile), ClCCl.C(C)(=O)OCC (dichloromethane ethyl acetate). Run in S1(=O)(=O)CCCC1 (sulpholane). Reaction conditions: temperature 170 celsius, time 20 minute. Product: C(C)C=1C=CC2=C(C(NC3=C(N2)N=CC=C3)=O)C1 (5,11-Dihydro-8-ethyl-6H-pyrido[2,3-b][1,4]benzodiazepin-6-one). As a reaction SMILES: [NH2:1][C:2]1[CH:17]=[CH:16][C:15]([CH2:18][CH3:19])=[CH:14][C:3]=1[C:4]([NH:6][C:7]1[C:8](Cl)=[N:9][CH:10]=[CH:11][CH:12]=1)=[O:5].C(#N)C.ClCCl.C(OCC)(=O)C>S1(CCCC1)(=O)=O>[CH2:18]([C:15]1[CH:16]=[CH:17][C:2]2[NH:1][C:8]3[N:9]=[CH:10][CH:11]=[CH:12][C:7]=3[NH:6][C:4](=[O:5])[C:3]=2[CH:14]=1)[CH3:19] |f:2.3|. Procedure: 160.0 g (0.58 mol) of the 2-amino-5-ethyl-N-(2-chloropyridin-3-yl)benzamide obtained were dissolved in 256 ml of sulpholane and heated to 170° C. with stirring for 20 minutes. The mixture was left to cool, stirred with 1 liter of acetonitrile, the resulting crystal slurry was suction filtered and washed successively with 50 ml acetonitrile and 100 ml conc. ammonia. It was recrystallised from hot 70% acetic acid and after drying in a circulating air dryer 114.0 g (48% of theory) of pale yellow cr... Starting materials: ClC1=C(C2=C(C(=N1)N(CC1=CC=CC=C1)CC1=CC=CC=C1)N=C(N2CCOCC)C)C (6-Chloro-1-(2-ethoxyethyl)-2,7-dimethyl-N4,N4 -bis(phenylmethyl)-1H-imidazo[4,5-c]pyridin-4-amine), Cl (hydrochloric acid). Reagents/catalysts: [OH-].[OH-].[Pd+2] (palladium hydroxide on carbon). Solvent: CO (methanol). Run at time 4 hour. The product is C(C)OCCN1C(=NC=2C(=NC=C(C21)C)N)C (1-(2-Ethoxyethyl)-2,7-dimethyl-1H-imidazo[4,5-c]pyridin-4-amine). Isolated yield 49.2%. RXN SMILES: Cl[C:2]1[N:7]=[C:6]([N:8](CC2C=CC=CC=2)CC2C=CC=CC=2)[C:5]2[N:23]=[C:24]([CH3:31])[N:25]([CH2:26][CH2:27][O:28][CH2:29][CH3:30])[C:4]=2[C:3]=1[CH3:32].Cl>CO.[OH-].[OH-].[Pd+2]>[CH2:29]([O:28][CH2:27][CH2:26][N:25]1[C:4]2[C:3]([CH3:32])=[CH:2][N:7]=[C:6]([NH2:8])[C:5]=2[N:23]=[C:24]1[CH3:31])[CH3:30] |f:3.4.5|. Procedure details: 6-Chloro-1-(2-ethoxyethyl)-2,7-dimethyl-N4,N4 -bis(phenylmethyl)-1H-imidazo[4,5-c]pyridin-4-amine (0.7 g, 1.56 mmole) was taken up in methanol saturated with anhydrous hydrochloric acid (100 mL), combined with palladium hydroxide on carbon and then hydrogenated on a Paar apparatus for four hours. The reaction mixture was filtered to remove the catalyst then concentrated under vacuum. The residue was partitioned between methylene chloride/water/sodium bicarbonate. The methylene chloride layer was...